Dataset: the Open Reaction Database (ORD), a public repository of structured organic reaction records. Task: describe an organic reaction: reactants, conditions, products, and yield Reactants: CC[O-], CCO, CCOC(C)=O, N#CCc1ccc(Cl)cc1Cl, [Na+], [Na], O. Yields the product CC(=O)C(C#N)c1ccc(Cl)cc1Cl. As a reaction SMILES: [CH3:13][CH2:14][O-:15].[CH3:17][CH2:18][OH:19].[CH3:20][CH2:21][O:22][C:23](=[O:24])[CH3:25].[Cl:1][c:2]1[c:3]([CH2:9][C:10]#[N:11])[cH:4][cH:5][c:6]([Cl:8])[cH:7]1.[Na+:12].[Na:16].[OH2:26]>>[Cl:1][c:2]1[c:3]([CH:9]([C:10]#[N:11])[C:14]([CH3:13])=[O:15])[cH:4][cH:5][c:6]([Cl:8])[cH:7]1. The reactants are C#Cc1cnc2ccc(OC(SC)C(=O)NC(C)(CO)C(O[SiH2]C(C)(C)C)(c3ccccc3)c3ccccc3)cc2c1, ClCCl, [Na+], [Na+], [Na+], O=C([O-])O, O=S([O-])([O-])=S. Product: C#Cc1cnc2ccc(OC(SC)C(=O)NC(C)(C=O)C(O[SiH2]C(C)(C)C)(c3ccccc3)c3ccccc3)cc2c1. RXN SMILES: [C:1]([CH3:2])([CH3:3])([CH3:4])[SiH2:5][O:6][C:7]([C:8]([CH2:9][OH:10])([CH3:11])[NH:12][C:13]([CH:14]([S:15][CH3:16])[O:17][c:18]1[cH:19][c:20]2[cH:21][c:22]([C:28]#[CH:29])[cH:23][n:24][c:25]2[cH:26][cH:27]1)=[O:30])([c:31]1[cH:32][cH:33][cH:34][cH:35][cH:36]1)[c:37]1[cH:38][cH:39][cH:40][cH:41][cH:42]1.[Cl:55][CH2:56][Cl:57].[Na+:47].[Na+:53].[Na+:54].[O-:43][C:44]([OH:45])=[O:46].[S:48]([O-:49])([O-:50])(=[O:51])=[S:52]>>[C:1]([CH3:2])([CH3:3])([CH3:4])[SiH2:5][O:6][C:7]([C:8]([CH:9]=[O:10])([CH3:11])[NH:12][C:13]([CH:14]([S:15][CH3:16])[O:17][c:18]1[cH:19][c:20]2[cH:21][c:22]([C:28]#[CH:29])[cH:23][n:24][c:25]2[cH:26][cH:27]1)=[O:30])([c:31]1[cH:32][cH:33][cH:34][cH:35][cH:36]1)[c:37]1[cH:38][cH:39][cH:40][cH:41][cH:42]1. Reactants: ClC1=CC(=C(C=C1I)N)OC (4-chloro-5-iodo-2-methoxybenzenamine), ClC1=C(C=C(C=C1)Cl)B(O)O (2,5-dichlorophenylboronic acid), C(=O)([O-])[O-].[Na+].[Na+] (Na2CO3). Reagents/catalysts: C=1C=CC(=CC1)[P](C=2C=CC=CC2)(C=3C=CC=CC3)[Pd]([P](C=4C=CC=CC4)(C=5C=CC=CC5)C=6C=CC=CC6)([P](C=7C=CC=CC7)(C=8C=CC=CC8)C=9C=CC=CC9)[P](C=1C=CC=CC1)(C=1C=CC=CC1)C=1C=CC=CC1 (Pd(PPh3)4). Solvent: O1CCOCC1 (1,4-dioxane), O (water). Run at temperature 80 celsius, time 16 hour. The product is ClC1=C(C=C(C=C1)Cl)C1=CC(=C(C=C1Cl)OC)N (2′,5′,6-Trichloro-4-methoxy-[1,1′-biphenyl]-3-amine). Isolated yield 75.2%. As a reaction SMILES: [Cl:1][C:2]1[C:7](I)=[CH:6][C:5]([NH2:9])=[C:4]([O:10][CH3:11])[CH:3]=1.[Cl:12][C:13]1[CH:18]=[CH:17][C:16]([Cl:19])=[CH:15][C:14]=1B(O)O.C([O-])([O-])=O.[Na+].[Na+]>O1CCOCC1.O.C1C=CC([P]([Pd]([P](C2C=CC=CC=2)(C2C=CC=CC=2)C2C=CC=CC=2)([P](C2C=CC=CC=2)(C2C=CC=CC=2)C2C=CC=CC=2)[P](C2C=CC=CC=2)(C2C=CC=CC=2)C2C=CC=CC=2)(C2C=CC=CC=2)C2C=CC=CC=2)=CC=1>[Cl:12][C:13]1[CH:18]=[CH:17][C:16]([Cl:19])=[CH:15][C:14]=1[C:7]1[C:2]([Cl:1])=[CH:3][C:4]([O:10][CH3:11])=[C:5]([NH2:9])[CH:6]=1 |f:2.3.4,^1:39,41,60,79|. Procedure details: A mixture of 4-chloro-5-iodo-2-methoxybenzenamine (4.1 g, 14.5 mmol), 2,5-dichlorophenylboronic acid (3.3 g, 17.4 mmol), Pd(PPh3)4 (500 mg, 1.45 mmol) and Na2CO3 (4.7 g, 43.5 mmol) in 1,4-dioxane (150 mL) and water (15 mL) was stirred at 80° C. under argon for 16 h. The mixture was allowed to cool to room temperature, and then partitioned between ethyl acetate and water. The organic layer was washed with brine, dried over Na2SO4 and concentrated in vacuo. The residue was purified by flash column... Starting materials: COC(=O)c1ccc(C(CC(C)C)Sc2ccc(Br)cc2)cc1, CCO, [Na+], [OH-]. Yields the product CC(C)CC(Sc1ccc(Br)cc1)c1ccc(C(=O)O)cc1. As a reaction SMILES: [CH3:1][O:2][C:3]([c:4]1[cH:5][cH:6][c:7]([CH:10]([CH2:11][CH:12]([CH3:13])[CH3:14])[S:15][c:16]2[cH:17][cH:18][c:19]([Br:22])[cH:20][cH:21]2)[cH:8][cH:9]1)=[O:23].[CH3:26][CH2:27][OH:28].[Na+:25].[OH-:24]>>[O:2]=[C:3]([c:4]1[cH:5][cH:6][c:7]([CH:10]([CH2:11][CH:12]([CH3:13])[CH3:14])[S:15][c:16]2[cH:17][cH:18][c:19]([Br:22])[cH:20][cH:21]2)[cH:8][cH:9]1)[OH:23]. Starting materials: Cc1c(C)c2c(c(C)c1Br)CC(C)(CO)O2, CC(C)c1ccc(N2CCNCC2)cc1. Product: Cc1c(C)c(N2CCN(c3ccc(C(C)C)cc3)CC2)c(C)c2c1OC(C)(CO)C2. Reaction SMILES: [Br:1][c:2]1[c:3]([CH3:16])[c:4]([CH3:15])[c:5]2[c:6]([c:13]1[CH3:14])[CH2:7][C:8]([CH3:10])([CH2:11][OH:12])[O:9]2.[CH:17]([CH3:18])([CH3:19])[c:20]1[cH:21][cH:22][c:23]([N:26]2[CH2:27][CH2:28][NH:29][CH2:30][CH2:31]2)[cH:24][cH:25]1>>[c:2]1([N:29]2[CH2:28][CH2:27][N:26]([c:23]3[cH:22][cH:21][c:20]([CH:17]([CH3:18])[CH3:19])[cH:25][cH:24]3)[CH2:31][CH2:30]2)[c:3]([CH3:16])[c:4]([CH3:15])[c:5]2[c:6]([c:13]1[CH3:14])[CH2:7][C:8]([CH3:10])([CH2:11][OH:12])[O:9]2. Starting materials: CCCCOC(C)(Cc1ccc(OCCC2CN(Cc3ccccc3)C(=O)N2C)cc1)C(=O)OCC, CCO, [Na+], [OH-]. Yields the product CCCCOC(C)(Cc1ccc(OCCC2CN(Cc3ccccc3)C(=O)N2C)cc1)C(=O)O. As a reaction SMILES: [CH2:1]([CH3:2])[O:3][C:4]([C:5]([CH2:6][c:7]1[cH:8][cH:9][c:10]([O:13][CH2:14][CH2:15][CH:16]2[N:17]([CH3:29])[C:18](=[O:28])[N:19]([CH2:21][c:22]3[cH:23][cH:24][cH:25][cH:26][cH:27]3)[CH2:20]2)[cH:11][cH:12]1)([CH3:30])[O:31][CH2:32][CH2:33][CH2:34][CH3:35])=[O:36].[CH3:39][CH2:40][OH:41].[Na+:38].[OH-:37]>>[O:3]=[C:4]([C:5]([CH2:6][c:7]1[cH:8][cH:9][c:10]([O:13][CH2:14][CH2:15][CH:16]2[N:17]([CH3:29])[C:18](=[O:28])[N:19]([CH2:21][c:22]3[cH:23][cH:24][cH:25][cH:26][cH:27]3)[CH2:20]2)[cH:11][cH:12]1)([CH3:30])[O:31][CH2:32][CH2:33][CH2:34][CH3:35])[OH:36]. Reactants: CCOC(=O)c1ccc(S(=O)(=O)CC)c(OCCOC)c1Br, CO, [Na+], [OH-], O. Product: CCS(=O)(=O)c1ccc(C(=O)O)c(Br)c1OCCOC. RXN SMILES: [Br:1][c:2]1[c:3]([C:4](=[O:5])[O:6][CH2:7][CH3:8])[cH:9][cH:10][c:11]([S:18](=[O:19])(=[O:20])[CH2:21][CH3:22])[c:12]1[O:13][CH2:14][CH2:15][O:16][CH3:17].[CH3:26][OH:27].[Na+:24].[OH-:23].[OH2:25]>>[Br:1][c:2]1[c:3]([C:4](=[O:5])[OH:6])[cH:9][cH:10][c:11]([S:18](=[O:19])(=[O:20])[CH2:21][CH3:22])[c:12]1[O:13][CH2:14][CH2:15][O:16][CH3:17].